Dataset: the Open Reaction Database (ORD), a public repository of structured organic reaction records. Task: describe an organic reaction: reactants, conditions, products, and yield Reactants: COC1=C(C=CC=C1)C=CC(=O)O (3-(2-methoxy-phenyl)-acrylic acid), CC1C(CCCC1)N (2-methyl-cyclohexylamine). The product is COC1=C(C=CC=C1)C=CC(=O)NC1C(CCCC1)C (3-(2-Methoxy-phenyl)-N-(2-methyl-cyclohexyl)-acrylamide). Reaction SMILES: [CH3:1][O:2][C:3]1[CH:8]=[CH:7][CH:6]=[CH:5][C:4]=1[CH:9]=[CH:10][C:11]([OH:13])=O.[CH3:14][CH:15]1[CH2:20][CH2:19][CH2:18][CH2:17][CH:16]1[NH2:21]>>[CH3:1][O:2][C:3]1[CH:8]=[CH:7][CH:6]=[CH:5][C:4]=1[CH:9]=[CH:10][C:11]([NH:21][CH:16]1[CH2:17][CH2:18][CH2:19][CH2:20][CH:15]1[CH3:14])=[O:13]. Procedure details: Prepared in a similar manner as described in example 4 from 3-(2-methoxy-phenyl)-acrylic acid and 2-methyl-cyclohexylamine. MS (M+H, 274.2). Starting materials: FC1=C(OC2=C3C(=NNC3=CC=C2)C)C=CC(=C1)[N+](=O)[O-] (4-(2-Fluoro-4-nitrophenoxy)-3-methyl-1H-indazole), O.NN (hydrazine hydrate). Reagents/catalysts: [Pd] (palladium on activated carbon). Run in C(C)O (ethanol). Reaction conditions: temperature 80 celsius. Product: FC=1C=C(C=CC1OC1=C2C(=NNC2=CC=C1)C)N (3-Fluoro-4-[(3-methyl-1H-indazol-4-yl)oxy]phenylamine). RXN SMILES: [F:1][C:2]1[CH:18]=[C:17]([N+:19]([O-])=O)[CH:16]=[CH:15][C:3]=1[O:4][C:5]1[CH:13]=[CH:12][CH:11]=[C:10]2[C:6]=1[C:7]([CH3:14])=[N:8][NH:9]2.O.NN>C(O)C.[Pd]>[F:1][C:2]1[CH:18]=[C:17]([NH2:19])[CH:16]=[CH:15][C:3]=1[O:4][C:5]1[CH:13]=[CH:12][CH:11]=[C:10]2[C:6]=1[C:7]([CH3:14])=[N:8][NH:9]2 |f:1.2|. Procedure: 75 mg (0.26 mmol) of 4-(2-fluoro-4-nitrophenoxy)-3-methyl-1H-indazole (from example II) are dissolved in 3 ml of ethanol, and 261 mg (5.22 mmol) of hydrazine hydrate and 10 mg of 10% palladium on activated carbon are added. The mixture is heated at 80° C. for two hours and then filtered through kieselguhr. The filtrate is concentrated under reduced pressure. The yield is 54.5%. RXN SMILES: C([O:8][C:9]1[CH:17]=[C:16]2[C:12]([CH:13]=[C:14]([C:27]([O:29][CH2:30][CH3:31])=[O:28])[N:15]2[CH2:18][CH2:19][CH2:20][CH2:21][C:22]([O:24][CH2:25][CH3:26])=[O:23])=[C:11]([Cl:32])[CH:10]=1)C1C=CC=CC=1.Cl.C(O)(=O)C>[C].[Pd].CN(C)C=O>[Cl:32][C:11]1[CH:10]=[C:9]([OH:8])[CH:17]=[C:16]2[C:12]=1[CH:13]=[C:14]([C:27]([O:29][CH2:30][CH3:31])=[O:28])[N:15]2[CH2:18][CH2:19][CH2:20][CH2:21][C:22]([O:24][CH2:25][CH3:26])=[O:23] |f:3.4|. Procedure: A mixture of ethyl 6-benzyloxy-4-chloro-1-(4-ethoxycarbonylbutyl)-1H-indolecarboxylate (15.0 g, 32.8 mmol), 35% hydrochloric acid (3.3 ml), acetic acid (240 ml), 10% palladium-carbon (1.5 g) and N,N-dimethylformamide (60 ml) was stirred under a hydrogen atmosphere at room temperature for about 1 hour. The catalyst was filtered off and the filtrate was poured into a cooled 5% aqueous sodium chloride solution and extracted twice with ethyl acetate. The extract solution was washed three times with ... The reagents and catalysts are [C].[Pd] (palladium-carbon). The product is ClC1=C2C=C(N(C2=CC(=C1)O)CCCCC(=O)OCC)C(=O)OCC (ethyl 4-chloro-1-(4-ethoxycarbonylbutyl)-6-hydroxy-1H-indolecarboxylate). Solvent: CN(C=O)C (N,N-dimethylformamide). Conditions: time 1 hour. The reactants are C(C1=CC=CC=C1)OC1=CC(=C2C=C(N(C2=C1)CCCCC(=O)OCC)C(=O)OCC)Cl (ethyl 6-benzyloxy-4-chloro-1-(4-ethoxycarbonylbutyl)-1H-indolecarboxylate), Cl (hydrochloric acid), C(C)(=O)O (acetic acid). Procedure: The crude 1-methyl-7-(1-propylbutyl)-1,3-dihydrobenzimidazol-2-one (710 mg, 2.88 mmol) was dissolved in 10 mL of phosphorous oxychloride and heated at 100° C. overnight. The reaction was allowed to cool to room temperature and concentrated in vacuo. The residue thus obtained was dissolved in ethyl acetate, washed with aqueous sodium bicarbonate, dried over sodium sulfate, filtered and concentrated in vacuo to give 655 mg (86%) of the title compound, which was used in the next step without furthe... The yield is 86.0%. Reaction SMILES: [CH3:1][N:2]1[C:6]2[C:7]([CH:11]([CH2:15][CH2:16][CH3:17])[CH2:12][CH2:13][CH3:14])=[CH:8][CH:9]=[CH:10][C:5]=2[NH:4][C:3]1=O.P(Cl)(Cl)([Cl:21])=O>C(OCC)(=O)C>[Cl:21][C:3]1[N:2]([CH3:1])[C:6]2[C:7]([CH:11]([CH2:15][CH2:16][CH3:17])[CH2:12][CH2:13][CH3:14])=[CH:8][CH:9]=[CH:10][C:5]=2[N:4]=1. Starting materials: CN1C(NC2=C1C(=CC=C2)C(CCC)CCC)=O (1-methyl-7-(1-propylbutyl)-1,3-dihydrobenzimidazol-2-one), P(=O)(Cl)(Cl)Cl (phosphorous oxychloride). Yields the product ClC1=NC2=C(N1C)C(=CC=C2)C(CCC)CCC (2-Chloro-1-methyl-7-(1-propylbutyl)-1H-benzimidazole). The solvent is C(C)(=O)OCC (ethyl acetate). Conditions: temperature 100 celsius. The reactants are CC1C(OCC(C)(C)C)OCC(CO)N1C(=O)OC(C)(C)C, CS(C)=O, CCN(C(C)C)C(C)C, [Cl-], ClCCl, [Na+], O=S(=O)=O, c1ccncc1. Product: CC1C(OCC(C)(C)C)OCC(C=O)N1C(=O)OC(C)(C)C. RXN SMILES: [C:11]([CH3:12])([CH3:13])([CH3:14])[O:15][C:16](=[O:17])[N:18]1[CH:19]([CH3:32])[CH:20]([O:26][CH2:27][C:28]([CH3:29])([CH3:30])[CH3:31])[O:21][CH2:22][CH:23]1[CH2:24][OH:25].[CH3:47][S:48]([CH3:49])=[O:50].[CH:33]([N:34]([CH2:35][CH3:36])[CH:37]([CH3:38])[CH3:39])([CH3:40])[CH3:41].[Cl-:43].[Cl:44][CH2:45][Cl:46].[Na+:42].[S:1](=[O:2])(=[O:3])=[O:4].[n:5]1[cH:6][cH:7][cH:8][cH:9][cH:10]1>>[C:11]([CH3:12])([CH3:13])([CH3:14])[O:15][C:16](=[O:17])[N:18]1[CH:19]([CH3:32])[CH:20]([O:26][CH2:27][C:28]([CH3:29])([CH3:30])[CH3:31])[O:21][CH2:22][CH:23]1[CH:24]=[O:25]. As a reaction SMILES: [Br:1][C:2]1[CH:10]=[CH:9][C:5]([C:6](Cl)=[O:7])=[CH:4][CH:3]=1.[CH3:11][O:12][C:13]1[CH:14]=[C:15]([C:19]2([OH:25])[CH2:24][CH2:23][CH2:22][NH:21][CH2:20]2)[CH:16]=[CH:17][CH:18]=1>>[Br:1][C:2]1[CH:10]=[CH:9][C:5]([C:6]([N:21]2[CH2:22][CH2:23][CH2:24][C:19]([OH:25])([C:15]3[CH:16]=[CH:17][CH:18]=[C:13]([O:12][CH3:11])[CH:14]=3)[CH2:20]2)=[O:7])=[CH:4][CH:3]=1. Product: BrC1=CC=C(C=C1)C(=O)N1CC(CCC1)(C1=CC(=CC=C1)OC)O ((4-bromophenyl)-[3-hydroxy-3-(3-methoxyphenyl)-piperidine-1-yl]-methanone). Reactants: BrC1=CC=C(C(=O)Cl)C=C1 (4-bromobenzoyl chloride), COC=1C=C(C=CC1)C1(CNCCC1)O (3-(3-methoxy-phenyl)-piperidine-3-ol). Reported procedure: The compound of Example 22 was prepared according to the general preparation protocol A from 4-bromobenzoyl chloride and 3-(3-methoxy-phenyl)-piperidine-3-ol. Reactants: FC1(CN(CC1)C1=NC(=CC(=C1)C1CN(C1)C(=O)OC(C)(C)C)NC1=NC=CC(=C1)C(F)(F)F)F (tert-butyl 3-[2-(3,3-difluoropyrrolidin-1-yl)-6-[[4-(trifluoromethyl)-2-pyridyl]amino]-4-pyridyl]azetidine-1-carboxylate), O1CCOCC1 (dioxane), Cl (hydrogen chloride), O1CCOCC1 (dioxane), C(=O)(O)[O-].[Na+] (NaHCO3). Run at time 4 hour. The product is N1CC(C1)C1=CC(=NC(=C1)N1CC(CC1)(F)F)NC1=NC=CC(=C1)C(F)(F)F (4-(azetidin-3-yl)-6-(3,3-difluoropyrrolidin-1-yl)-N-(4-(trifluoromethyl)pyridin-2-yl)pyridin-2-amine). Reaction SMILES: [F:1][C:2]1([F:35])[CH2:6][CH2:5][N:4]([C:7]2[CH:12]=[C:11]([CH:13]3[CH2:16][N:15](C(OC(C)(C)C)=O)[CH2:14]3)[CH:10]=[C:9]([NH:24][C:25]3[CH:30]=[C:29]([C:31]([F:34])([F:33])[F:32])[CH:28]=[CH:27][N:26]=3)[N:8]=2)[CH2:3]1.O1CCOCC1.Cl.C([O-])(O)=O.[Na+]>>[NH:15]1[CH2:14][CH:13]([C:11]2[CH:12]=[C:7]([N:4]3[CH2:5][CH2:6][C:2]([F:35])([F:1])[CH2:3]3)[N:8]=[C:9]([NH:24][C:25]3[CH:30]=[C:29]([C:31]([F:34])([F:32])[F:33])[CH:28]=[CH:27][N:26]=3)[CH:10]=2)[CH2:16]1 |f:3.4|. Reported procedure: To a solution of tert-butyl 3-[2-(3,3-difluoropyrrolidin-1-yl)-6-[[4-(trifluoromethyl)-2-pyridyl]amino]-4-pyridyl]azetidine-1-carboxylate (1-c, 918 mg, 1.562 mmol) in dioxane (6.0 ml, 70.30 mmol) was added hydrogen chloride (4.0 mol/l) in dioxane (16.0 mL, 40 equiv., 62.49 mmol), and the reaction was kept at 25° C. for 4 h. The reaction was neutralized by NaHCO3 to pH 9, and the aqueous layer was extracted by EtOAc. After evaporation of the organic layer, the crude was used without further purif...